Task: describe an organic reaction: reactants, conditions, products, and yield. Dataset: the Open Reaction Database (ORD), a public repository of structured organic reaction records Starting materials: CC1(CCN(CC1)C(=O)OC(C)(C)C)C(NC1=CC(=CC=C1)C1=CN=CO1)=O (tert-butyl 4-methyl-4-(3-(oxazol-5-yl)phenylcarbamoyl)-piperidine-1-carboxylate), Cl (HCl). Run in CO (methanol). Conditions: time 15 hour. Yields the product CC1(CCNCC1)C(=O)NC1=CC(=CC=C1)C1=CN=CO1 (4-methyl-N-(3-(oxazol-5-yl)phenyl)piperidine-4-carboxamide), hydrochloride salt. RXN SMILES: [CH3:1][C:2]1([C:15](=[O:28])[NH:16][C:17]2[CH:22]=[CH:21][CH:20]=[C:19]([C:23]3[O:27][CH:26]=[N:25][CH:24]=3)[CH:18]=2)[CH2:7][CH2:6][N:5](C(OC(C)(C)C)=O)[CH2:4][CH2:3]1.Cl>CO>[CH3:1][C:2]1([C:15]([NH:16][C:17]2[CH:22]=[CH:21][CH:20]=[C:19]([C:23]3[O:27][CH:26]=[N:25][CH:24]=3)[CH:18]=2)=[O:28])[CH2:3][CH2:4][NH:5][CH2:6][CH2:7]1. Procedure: To a solution of tert-butyl 4-methyl-4-(3-(oxazol-5-yl)phenylcarbamoyl)piperidine-1-carboxylate from step A (77.7 mg, 0.202 mmol) in methanol (3 mL) was added HCl (4.0 N in dioxane, 0.4 mL, 1.6 mmol). The reaction was stirred for 15 hours and then concentrated to dryness to give the title compound as the hydrochloride salt. MS (ES+) [M+H]+=286.2. Reactants: CC(Nc1nccc(-n2cnc3cc(-c4ccncc4)ccc32)n1)C1CCCNC1, O=C=Nc1cccc2ccccc12. The product is CC(Nc1nccc(-n2cnc3cc(-c4ccncc4)ccc32)n1)C1CCCN(C(=O)Nc2cccc3ccccc23)C1. RXN SMILES: [NH:1]1[CH2:2][CH:3]([CH:7]([CH3:8])[NH:9][c:10]2[n:11][cH:12][cH:13][c:14](-[n:16]3[cH:17][n:18][c:19]4[c:20]3[cH:21][cH:22][c:23](-[c:25]3[cH:26][cH:27][n:28][cH:29][cH:30]3)[cH:24]4)[n:15]2)[CH2:4][CH2:5][CH2:6]1.[c:31]1([N:41]=[C:42]=[O:43])[cH:32][cH:33][cH:34][c:35]2[cH:36][cH:37][cH:38][cH:39][c:40]12>>[N:1]1([C:42]([NH:41][c:31]2[cH:32][cH:33][cH:34][c:35]3[cH:36][cH:37][cH:38][cH:39][c:40]23)=[O:43])[CH2:2][CH:3]([CH:7]([CH3:8])[NH:9][c:10]2[n:11][cH:12][cH:13][c:14](-[n:16]3[cH:17][n:18][c:19]4[c:20]3[cH:21][cH:22][c:23](-[c:25]3[cH:26][cH:27][n:28][cH:29][cH:30]3)[cH:24]4)[n:15]2)[CH2:4][CH2:5][CH2:6]1. The reactants are O.O.O.O.O.O.O.O.O.O.S(=O)(=O)([O-])[O-].[Na+].[Na+] (Sodium sulfate decahydrate), O1CCCC1 (tetrahydrofuran), [Al].[Li] (Lithium aluminum), solution, FC(OC1=CC=C(C=C1)C=1SC=C(N1)C(=O)OCC(C)C)(F)F (2-methylpropyl 2-[4-(trifluoromethoxy)phenyl]-1,3-thiazole-4-carboxylate), O1CCCC1 (tetrahydrofuran), O1CCCC1 (tetrahydrofuran). Conditions: time 30 minute. Product: FC(OC1=CC=C(C=C1)C=1SC(=CN1)C(=O)OCC)(F)F (Ethyl 2-[4-(trifluoromethoxy)phenyl]-1,3-thiazole-5-carboxylate). As a reaction SMILES: [Al].[Li].[F:3][C:4]([F:25])([F:24])[O:5][C:6]1[CH:11]=[CH:10][C:9]([C:12]2[S:13][CH:14]=[C:15](C(OCC(C)C)=O)[N:16]=2)=[CH:8][CH:7]=1.[OH2:26].O.O.O.O.O.O.O.O.O.S([O-])([O-])(=O)=O.[Na+].[Na+].[O:43]1[CH2:47][CH2:46]C[CH2:44]1>>[F:25][C:4]([F:3])([F:24])[O:5][C:6]1[CH:7]=[CH:8][C:9]([C:12]2[S:13][C:14]([C:44]([O:43][CH2:47][CH3:46])=[O:26])=[CH:15][N:16]=2)=[CH:10][CH:11]=1 |f:0.1,3.4.5.6.7.8.9.10.11.12.13.14.15,^1:1|. Procedure details: Lithium aluminum hidride (2.0 M solution in tetrahydrofuran) (2.81 mL) was added to a solution of 2-methylpropyl 2-[4-(trifluoromethoxy)phenyl]-1,3-thiazole-4-carboxylate (881 mg) in tetrahydrofuran (15 mL), and the mixture was stirred at room temperature for 30 min. Sodium sulfate decahydrate was added portionwise and an additional amount of tetrahydrofuran was added, and the mixture was stirred for 1.5 hr. The reaction mixture was filtered through Celite and the solvent was then distilled off ... Reactants: [Si](C)(C)(C(C)(C)C)O[C@H]1C[C@@H](CC2=CC=C3[C@@H]4CC=C([C@@H](C)O)[C@]4(CC[C@@H]3[C@@]12C)C)O[Si](C)(C)C(C)(C)C (1α,3β-bis(tert-butyldimethylsilyloxy)-20(R)-hydroxypregna-5,7,16-triene), [H-].[Na+] (sodium hydride), 15-crown-5(10 μl), BrC\C=C\C(C)(O[Si](CC)(CC)CC)C ((E)-1-bromo-4-methyl-4-triethylsilyloxy-2-pentene). The solvent is O1CCCC1 (tetrahydrofuran). Product: [Si](C)(C)(C(C)(C)C)O[C@H]1C[C@@H](CC2=CC=C3[C@@H]4CC=C([C@@H](C)OC\C=C\C(C)(O[Si](CC)(CC)CC)C)[C@]4(CC[C@@H]3[C@@]12C)C)O[Si](C)(C)C(C)(C)C (1α,3β-bis(tert-Butyldimethylsilyloxy)-20(R)-{(E)-(4-methyl-4-triethylsilyloxy-2-pentenyloxy)}pregna-5,7,16-triene). Isolated yield 88.9%. As a reaction SMILES: [Si:1]([O:8][C@@H:9]1[C@@:28]2([CH3:29])[C:13](=[CH:14][CH:15]=[C:16]3[C@@H:27]2[CH2:26][CH2:25][C@@:24]2([CH3:30])[C@H:17]3[CH2:18][CH:19]=[C:20]2[C@H:21]([OH:23])[CH3:22])[CH2:12][C@@H:11]([O:31][Si:32]([C:35]([CH3:38])([CH3:37])[CH3:36])([CH3:34])[CH3:33])[CH2:10]1)([C:4]([CH3:7])([CH3:6])[CH3:5])([CH3:3])[CH3:2].[H-].[Na+].Br[CH2:42]/[CH:43]=[CH:44]/[C:45]([CH3:55])([O:47][Si:48]([CH2:53][CH3:54])([CH2:51][CH3:52])[CH2:49][CH3:50])[CH3:46]>O1CCCC1>[Si:1]([O:8][C@@H:9]1[C@@:28]2([CH3:29])[C:13](=[CH:14][CH:15]=[C:16]3[C@@H:27]2[CH2:26][CH2:25][C@@:24]2([CH3:30])[C@H:17]3[CH2:18][CH:19]=[C:20]2[C@H:21]([O:23][CH2:42]/[CH:43]=[CH:44]/[C:45]([CH3:55])([O:47][Si:48]([CH2:51][CH3:52])([CH2:53][CH3:54])[CH2:49][CH3:50])[CH3:46])[CH3:22])[CH2:12][C@@H:11]([O:31][Si:32]([C:35]([CH3:37])([CH3:36])[CH3:38])([CH3:33])[CH3:34])[CH2:10]1)([C:4]([CH3:7])([CH3:6])[CH3:5])([CH3:3])[CH3:2] |f:1.2|. Procedure: Under the same conditions as in Example 83, 1α,3β-bis(tert-butyldimethylsilyloxy)-20(R)-hydroxypregna-5,7,16-triene (60.0 mg, 0.107 mmol), sodium hydride (60%, 17.1 mg, 0.428 mmol), 15-crown-5(10 μl) and (E)-1-bromo-4-methyl-4-triethylsilyloxy-2-pentene (116 mg, 0.375 mmol) were reacted in tetrahydrofuran (1 ml) and worked up, and then the residue was purified by preparative thin layer chromatography (0.5 mm×2, hexane:ethyl acetate=30:1, developed once) to give the title compound as a colorless ... Starting materials: C(C)(C)(C)C1=CC=C(C=C1)N1CCNCC1 (N-(4-tert-butylphenyl)-piperazine), C(CC(C)(C)C)Cl (neohexyl chloride), C([O-])([O-])=O.[K+].[K+] (potassium carbonate), [I-].[K+] (potassium iodide), [OH-].[Na+] (sodium hydroxide). Solvent: ClCCl (dichloromethane). Yields the product C(C)(C)(C)C1=CC=C(C=C1)N1CCN(CC1)CCC(C)(C)C (4-Tert-butylphenyl-N'-(3,3-dimethylbutyl)-piperazine). Reaction SMILES: [C:1]([C:5]1[CH:10]=[CH:9][C:8]([N:11]2[CH2:16][CH2:15][NH:14][CH2:13][CH2:12]2)=[CH:7][CH:6]=1)([CH3:4])([CH3:3])[CH3:2].[CH2:17](Cl)[CH2:18][C:19]([CH3:22])([CH3:21])[CH3:20].C(=O)([O-])[O-].[K+].[K+].[I-].[K+].[OH-].[Na+]>ClCCl>[C:1]([C:5]1[CH:6]=[CH:7][C:8]([N:11]2[CH2:16][CH2:15][N:14]([CH2:17][CH2:18][C:19]([CH3:22])([CH3:21])[CH3:20])[CH2:13][CH2:12]2)=[CH:9][CH:10]=1)([CH3:4])([CH3:2])[CH3:3] |f:2.3.4,5.6,7.8|. Reported procedure: 5 g (22.9 millimoles) of N-(4-tert-butylphenyl)-piperazine, 8.3 g (68.7 millimoles) of neohexyl chloride, 3.2 g (22.9 millimoles) of potassium carbonate and 3.8 g (22.9 millimoles) of potassium iodide are stirred for 16 hours at 140° C. The mixture is taken up in dichloromethane and dilute sodium hydroxide solution. The organic phase is washed, dried over sodium sulfate and evaporated down under reduced pressure, and the residue is chromatographed over silica gel using 1:1 methyl tert-butyl ethe... Reactants: CO, CCCn1nc2c(Cl)nc3ccccc3c2c1C, N. Product: CCCn1nc2c(N)nc3ccccc3c2c1C. RXN SMILES: [CH3:20][OH:21].[Cl:1][c:2]1[n:3][c:4]2[cH:5][cH:6][cH:7][cH:8][c:9]2[c:10]2[c:11]1[n:12][n:13]([CH2:16][CH2:17][CH3:18])[c:14]2[CH3:15].[NH3:19]>>[c:2]1([NH2:19])[n:3][c:4]2[cH:5][cH:6][cH:7][cH:8][c:9]2[c:10]2[c:11]1[n:12][n:13]([CH2:16][CH2:17][CH3:18])[c:14]2[CH3:15]. Conditions: time 3 hour. The solvent is CN(C=O)C (dimethylformamide), CN(C=O)C (dimethylformamide), C(C)N(CC)CC (triethylamine). As a reaction SMILES: [CH:1]([N:4]1[C:18]2[C:19]3[C:6]([CH2:7][C@@H:8]4[C@@H:13]([C:14]=3[CH:15]=[CH:16][CH:17]=2)[CH2:12][C@@H:11]([C:20]([OH:22])=O)[CH2:10][N:9]4[CH3:23])=[CH:5]1)([CH3:3])[CH3:2].C(N1C=CN=C1)(N1C=CN=C1)=O.Cl.Cl.[NH2:38][CH2:39][CH2:40][C:41]1[N:45]=[CH:44][NH:43][CH:42]=1.[OH-].[NH4+]>CN(C)C=O.C(N(CC)CC)C>[NH:43]1[CH:42]=[C:41]([CH2:40][CH2:39][NH:38][C:20]([C@@H:11]2[CH2:12][C@H:13]3[C@@H:8]([CH2:7][C:6]4[C:19]5[C:18](=[CH:17][CH:16]=[CH:15][C:14]3=5)[N:4]([CH:1]([CH3:3])[CH3:2])[CH:5]=4)[N:9]([CH3:23])[CH2:10]2)=[O:22])[N:45]=[CH:44]1 |f:2.3.4,5.6|. The yield is 53.0%. Procedure details: To a mixture of 3.5 g of (8β)-1-isopropyl-6-methylergoline-8-carboxylic acid in 80 ml of dimethylformamide were added 2.27 g of 1,1'-carbonyldiimidazole. After stirring for 3 hours at room temperature, the mixture was added dropwise to a solution of 2.27 g of histamine dihydrochloride in 100 ml of dimethylformamide to which 3.6 ml of triethylamine had been added. The reaction mixture was stirred at room temperature overnight and then poured into 2 liters of ice water to which 5 ml of ammonium hy... The reactants are C(C)(C)N1C=C2C[C@H]3N(C[C@@H](C[C@@H]3C=3C=CC=C1C32)C(=O)O)C ((8β)-1-isopropyl-6-methylergoline-8-carboxylic acid), C(=O)(N1C=NC=C1)N1C=NC=C1 (1,1'-carbonyldiimidazole), ice water, [OH-].[NH4+] (ammonium hydroxide), Cl.Cl.NCCC1=CNC=N1 (histamine dihydrochloride). Product: N1C=NC(=C1)CCNC(=O)[C@H]1CN([C@@H]2CC3=CN(C4=CC=CC([C@H]2C1)=C34)C(C)C)C ((8β)-N-[2-(1H-Imidazol-4-yl)ethyl]-1-isopropyl-6-methylergoline-8-carboxamide).